This data is from the Open Reaction Database (ORD), a public repository of structured organic reaction records. The task is: describe an organic reaction: reactants, conditions, products, and yield Reactants: C(C)(=O)C(C(=O)OC)CCCCCC (methyl 2-acetyloctanoate), [OH-].[K+] (potassium hydroxide). Solvent: ClCCl (dichloromethane). Product: C(C)(=O)C(C(=O)O)CCCCCC (2-acetyloctanoic acid). Reaction SMILES: [C:1]([CH:4]([CH2:9][CH2:10][CH2:11][CH2:12][CH2:13][CH3:14])[C:5]([O:7]C)=[O:6])(=[O:3])[CH3:2].[OH-].[K+]>ClCCl>[C:1]([CH:4]([CH2:9][CH2:10][CH2:11][CH2:12][CH2:13][CH3:14])[C:5]([OH:7])=[O:6])(=[O:3])[CH3:2] |f:1.2|. Procedure: Analogously to Example 15A, 3.16 g (15.8 mmol) of methyl 2-acetyloctanoate (Example 18A) are reacted with 7 ml of a 3.5 M potassium hydroxide solution to give 2-acetyloctanoic acid in dichloromethane. Starting materials: ClC=1C(=C(C#N)C=C(C1)C=C)N1N=C2C(C(=NC=C2F)NC2=NC=NC(=C2)C)=C1 (3-chloro-2-[7-fluoro-4-(6-methylpyrimidin-4-ylamino)pyrazolo[4,3-c]pyridin-2-yl]-5-vinylbenzonitrile), I(=O)(=O)(=O)[O-].[Na+] (Sodium periodate). Reagents/catalysts: [Os](=O)(=O)(=O)=O (Osmium (VIII) oxide). Run in CC(=O)C (acetone), O (water). Reaction conditions: time 8 hour. The product is ClC=1C(=C(C#N)C=C(C1)C=O)N1N=C2C(C(=NC=C2F)NC2=NC=NC(=C2)C)=C1 (3-Chloro-2-[7-fluoro-4-(6-methylpyrimidin-4-ylamino)pyrazolo[4,3-c]pyridin-2-yl]-5-formylbenzonitrile). Isolated yield 58.9%. Reaction SMILES: [Cl:1][C:2]1[C:3]([N:12]2[CH:29]=[C:15]3[C:16]([NH:21][C:22]4[CH:27]=[C:26]([CH3:28])[N:25]=[CH:24][N:23]=4)=[N:17][CH:18]=[C:19]([F:20])[C:14]3=[N:13]2)=[C:4]([CH:7]=[C:8]([CH:10]=C)[CH:9]=1)[C:5]#[N:6].I([O-])(=O)(=O)=[O:31].[Na+]>CC(C)=O.O.[Os](=O)(=O)(=O)=O>[Cl:1][C:2]1[C:3]([N:12]2[CH:29]=[C:15]3[C:16]([NH:21][C:22]4[CH:27]=[C:26]([CH3:28])[N:25]=[CH:24][N:23]=4)=[N:17][CH:18]=[C:19]([F:20])[C:14]3=[N:13]2)=[C:4]([CH:7]=[C:8]([CH:10]=[O:31])[CH:9]=1)[C:5]#[N:6] |f:1.2|. Procedure details: Osmium (VIII) oxide (2.5% wt in tert-butanol, 0.1 mL) was added to a solution of 3-chloro-2-[7-fluoro-4-(6-methylpyrimidin-4-ylamino)pyrazolo[4,3-c]pyridin-2-yl]-5-vinylbenzonitrile (42 mg, 0.1 mmol) in acetone (2.0 mL) and water (0.5 mL). Sodium periodate (47 mg, 0.22 mmol) was then added and the reaction mixture was stirred at room temperature overnight. The resultant mixture was partitioned between ethyl acetate and water and the layers were separated. The organic layer was washed with brine,...